Dataset: the Open Reaction Database (ORD), a public repository of structured organic reaction records. Task: describe an organic reaction: reactants, conditions, products, and yield Reactants: COC1=C(C=C(C=C1C)C)S(=O)(=O)NC1=C(C(=C(C=C1C)C)N1CCCCC1)C (2-Methoxy-3,5-dimethyl-N-(2,4,6-trimethyl-3-piperidin-1-yl-phenyl)-benzenesulfonamide), [H-].[Na+] (NaH), [O-][Si](=O)[O-].[Mg+2] (Florisil), Cl.CN(CCCl)C (2-(dimethylamino)-ethyl chloride hydrochloride). Solvent: CN(C)C=O (DMF). Conditions: temperature 85 celsius. Yields the product CN(CCN(S(=O)(=O)C1=C(C(=CC(=C1)C)C)OC)C1=C(C(=C(C=C1C)C)N1CCCCC1)C)C (N-(2-(Dimethylamino)-ethyl)-2-methoxy-3,5-dimethyl-N-(2,4,6-trimethyl-3-piperidin-1-yl-phenyl)-benzenesulfonamide). The yield is 65.6%. Reaction SMILES: [CH3:1][O:2][C:3]1[C:8]([CH3:9])=[CH:7][C:6]([CH3:10])=[CH:5][C:4]=1[S:11]([NH:14][C:15]1[C:20]([CH3:21])=[CH:19][C:18]([CH3:22])=[C:17]([N:23]2[CH2:28][CH2:27][CH2:26][CH2:25][CH2:24]2)[C:16]=1[CH3:29])(=[O:13])=[O:12].[H-].[Na+].Cl.[CH3:33][N:34]([CH3:38])[CH2:35][CH2:36]Cl.[O-][Si]([O-])=O.[Mg+2]>CN(C=O)C>[CH3:33][N:34]([CH3:38])[CH2:35][CH2:36][N:14]([C:15]1[C:20]([CH3:21])=[CH:19][C:18]([CH3:22])=[C:17]([N:23]2[CH2:24][CH2:25][CH2:26][CH2:27][CH2:28]2)[C:16]=1[CH3:29])[S:11]([C:4]1[CH:5]=[C:6]([CH3:10])[CH:7]=[C:8]([CH3:9])[C:3]=1[O:2][CH3:1])(=[O:12])=[O:13] |f:1.2,3.4,5.6|. Reported procedure: To a solution of 32 (103 mg, 0.25 mmol) in anhydrous DMF (5 mL) was added NaH (60% dispersion in mineral oil, 22 mg, 0.54 mmol). The mixture was stirred for 10 min at room temperature before the addition of 2-(dimethylamino)-ethyl chloride hydrochloride (39.2 mg, 0.27 mmol). The resulting mixture was heated overnight at 85° C. After a usual workup, the residue was loaded onto column (Florisil) and the column eluted with EtOAc/CH3OH (10:1) to give 80 mg of the title compound as an off-white solid... Reactants: [I-].[K+] (potassium iodide), CC(C)([O-])C.[K+] (potassium tert-butoxide), COCCCl (2-chloroethyl methyl ether), OC1=CC=C(C=O)C=C1 (4-hydroxybenzaldehyde). Solvent: CN(C)C=O (DMF). Run at temperature 80 celsius, time 16 hour. Yields the product COCCOC1=CC=C(C=O)C=C1 (4-(2-Methoxyethoxy)benzaldehyde). Reaction SMILES: [OH:1][C:2]1[CH:9]=[CH:8][C:5]([CH:6]=[O:7])=[CH:4][CH:3]=1.[I-].[K+].CC(C)([O-])C.[K+].[CH3:18][O:19][CH2:20][CH2:21]Cl>CN(C=O)C>[CH3:18][O:19][CH2:20][CH2:21][O:1][C:2]1[CH:9]=[CH:8][C:5]([CH:6]=[O:7])=[CH:4][CH:3]=1 |f:1.2,3.4|. Procedure: 146.5 g (1.2 mol) of 4-hydroxybenzaldehyde are dissolved in DMF, and 20 g (0.12 mol) of potassium iodide, 134.6 g (1.2 mol) of potassium tert-butoxide and 170.2 g (1.8 mol) of 2-chloroethyl methyl ether are added. The reaction mixture is stirred at 80° C. for 16 h. For work-up, the reaction mixture is concentrated under reduced pressure. The residue is taken up in 1 l of ethyl acetate and extracted with 0.5 l of 1N aqueous sodium hydroxide solution. The ethyl acetate phase is dried using magnesi...